This data is from the Open Reaction Database (ORD), a public repository of structured organic reaction records. The task is: describe an organic reaction: reactants, conditions, products, and yield Reaction SMILES: FC(F)(F)C(O)=O.[Cl:8][C:9]1[CH:14]=[C:13]2[NH:15][C:16](=[O:38])[C:17]3([CH:21]([C:22]4[CH:27]=[CH:26][CH:25]=[C:24]([Cl:28])[C:23]=4[F:29])[CH:20]([C:30]([OH:32])=O)[NH:19][CH:18]3[CH2:33][C:34]([CH3:37])([CH3:36])[CH3:35])[C:12]2=[CH:11][CH:10]=1.C(N(C(C)C)CC)(C)C.C1(P(Cl)(C2C=CC=CC=2)=O)C=CC=CC=1.[NH2:63][C:64]1[CH:69]=[CH:68][C:67]([CH3:70])=[CH:66][CH:65]=1>>[C:67]1([CH3:70])[CH:68]=[CH:69][C:64]([NH:63][C:30]([CH:20]2[NH:19][CH:18]([CH2:33][C:34]([CH3:37])([CH3:35])[CH3:36])[C:17]3([C:12]4[C:13](=[CH:14][C:9]([Cl:8])=[CH:10][CH:11]=4)[NH:15][C:16]3=[O:38])[CH:21]2[C:22]2[CH:27]=[CH:26][CH:25]=[C:24]([Cl:28])[C:23]=2[F:29])=[O:32])=[CH:65][CH:66]=1 |f:0.1|. Yields the product C1(=CC=C(C=C1)NC(=O)C1C(C2(C(N1)CC(C)(C)C)C(NC1=CC(=CC=C12)Cl)=O)C1=C(C(=CC=C1)Cl)F)C (rac-(2′S,3′R,4′S,5′R)-6-chloro-4′-(3-chloro-2-fluoro-phenyl)-2′-(2,2-dimethyl-propyl)-2-oxo-1,2-dihydro-spiro[indole-3,3′-pyrrolidine]-5′-carboxylic acid p-tolylamide). The reactants are FC(C(=O)O)(F)F.ClC1=CC=C2C(=C1)NC(C21C(NC(C1C1=C(C(=CC=C1)Cl)F)C(=O)O)CC(C)(C)C)=O (rac-(2′S,3′R,4′S,5′R)-6-chloro-4′-(3-chloro-2-fluoro-phenyl)-2′-(2,2-dimethyl-propyl)-2-oxo-1,2-dihydro-spiro[indole-3,3′-pyrrolidine]-5′-carboxylic acid trifluoroacetic acid), NC1=CC=C(C=C1)C (p-toluidine), C(C)(C)N(CC)C(C)C (diisopropylethylamine), C1(=CC=CC=C1)P(=O)(C1=CC=CC=C1)Cl (diphenylphosphinic chloride). Procedure: In a manner similar to the method described in Example 5, rac-(2′S,3′R,4′S,5′R)-6-chloro-4′-(3-chloro-2-fluoro-phenyl)-2′-(2,2-dimethyl-propyl)-2-oxo-1,2-dihydro-spiro[indole-3,3′-pyrrolidine]-5′-carboxylic acid trifluoroacetic acid prepared in Example 4 (0.2 g, 0.36 mmol), was reacted with diisopropylethylamine (0.18 g, 1.4 mmol), diphenylphosphinic chloride (0.25 g, 1.1 mmol), then reacted with p-toluidine (Aldrich) (0.057 g, 0.53 mmol) to give rac-(2′S,3′R,4′S,5′R)-6-chloro-4′-(3-chloro-2-flu...